This data is from the Open Reaction Database (ORD), a public repository of structured organic reaction records. The task is: describe an organic reaction: reactants, conditions, products, and yield Reactants: CCN(C(C)C)C(C)C (DIPEA), FC1=C(C=CC(=C1)F)[N+](=O)[O-] (2,4-Difluoro-1-nitrobenzene), C(C)(C)N (isopropylamine). Run in C(C)#N (acetonitrile). Reaction conditions: time 8 hour. Yields the product FC=1C=CC(=C(C1)NC(C)C)[N+](=O)[O-] ((5-Fluoro-2-nitrophenyl)isopropylamine). Isolated yield 84.3%. RXN SMILES: F[C:2]1[CH:7]=[C:6]([F:8])[CH:5]=[CH:4][C:3]=1[N+:9]([O-:11])=[O:10].CC[N:14](C(C)C)[CH:15]([CH3:17])[CH3:16].C(N)(C)C>C(#N)C>[F:8][C:6]1[CH:5]=[CH:4][C:3]([N+:9]([O-:11])=[O:10])=[C:2]([NH:14][CH:15]([CH3:17])[CH3:16])[CH:7]=1. Procedure details: 2,4-Difluoro-1-nitrobenzene (2.00 g, 12.57 mmol) was dissolved in acetonitrile (20 mL) and DIPEA (2.2 mL, 12.57 mmol) added, followed by isopropylamine (1.07 mL, 12.57 mmol). The bright yellow mixture was stirred at RT overnight. The resultant mixture was concentrated in vacuo and the residue purified by column chromatography (silica gel, gradient 0-5% EtOAc in cyclohexane) to afford the title compound as a yellow gum (2.1 g, 99%). Contaminated with some unreacted 2,4-difluoro-1-nitrobenzene, bu...